Dataset: the Open Reaction Database (ORD), a public repository of structured organic reaction records. Task: describe an organic reaction: reactants, conditions, products, and yield The reactants are C1CCOC1, CCCCC(=O)N1C(=O)OC(c2ccccc2)C1C, C[Si](C)(C)[N-][Si](C)(C)C, CCOS(=O)(=O)C(F)(F)F, [Na+]. The product is CCCC(CC)C(=O)N1C(=O)OC(c2ccccc2)C1C. As a reaction SMILES: [CH2:40]1[O:41][CH2:42][CH2:43][CH2:44]1.[CH3:1][CH:2]1[N:3]([C:14]([CH2:15][CH2:16][CH2:17][CH3:18])=[O:19])[C:4](=[O:13])[O:5][CH:6]1[c:7]1[cH:8][cH:9][cH:10][cH:11][cH:12]1.[CH3:21][Si:22]([N-:23][Si:24]([CH3:25])([CH3:26])[CH3:27])([CH3:28])[CH3:29].[F:30][C:31]([F:32])([F:33])[S:34]([O:35][CH2:36][CH3:37])(=[O:38])=[O:39].[Na+:20]>>[CH3:1][CH:2]1[N:3]([C:14]([CH:15]([CH2:16][CH2:17][CH3:18])[CH2:36][CH3:37])=[O:19])[C:4](=[O:13])[O:5][CH:6]1[c:7]1[cH:8][cH:9][cH:10][cH:11][cH:12]1.